From a dataset of the Open Reaction Database (ORD), a public repository of structured organic reaction records. describe an organic reaction: reactants, conditions, products, and yield Reactants: CCCc1cc(CCC=O)n(C(C)(C)C)n1, CCN(C(C)C)C(C)C, Fc1ccccc1N1CCNCC1. Yields the product CCCc1cc(CCCN2CCN(c3ccccc3F)CC2)n(C(C)(C)C)n1. As a reaction SMILES: [C:1]([CH3:2])([CH3:3])([CH3:4])[n:5]1[n:6][c:7]([CH2:14][CH2:15][CH3:16])[cH:8][c:9]1[CH2:10][CH2:11][CH:12]=[O:13].[CH:30]([N:31]([CH2:32][CH3:33])[CH:34]([CH3:35])[CH3:36])([CH3:37])[CH3:38].[F:17][c:18]1[c:19]([N:24]2[CH2:25][CH2:26][NH:27][CH2:28][CH2:29]2)[cH:20][cH:21][cH:22][cH:23]1>>[C:1]([CH3:2])([CH3:3])([CH3:4])[n:5]1[n:6][c:7]([CH2:14][CH2:15][CH3:16])[cH:8][c:9]1[CH2:10][CH2:11][CH2:12][N:27]1[CH2:26][CH2:25][N:24]([c:19]2[c:18]([F:17])[cH:23][cH:22][cH:21][cH:20]2)[CH2:29][CH2:28]1.